Dataset: the Open Reaction Database (ORD), a public repository of structured organic reaction records. Task: describe an organic reaction: reactants, conditions, products, and yield Reactants: C(C)(C)(C)NC1=NC=CC=2C(=CC=CC12)C(=O)O (1-(t-butylamino)isoquinoline-5-carboxylic acid), NC=1C=C(C(=O)NC2=CC(=CC=C2)C(F)(F)F)C=CC1C (3-amino-4-methyl-N-(3-(trifluoromethyl)phenyl)benzamide). Yields the product C(C)(C)(C)NC1=NC=CC=2C(=CC=CC12)C(=O)NC1=C(C=CC(=C1)C(NC1=CC(=CC=C1)C(F)(F)F)=O)C (1-(t-butylamino)-N-(2-methyl-5-((3-(trifluoromethyl)phenyl)carbamoyl)phenyl)isoquinoline-5-carboxamide). Yield: 100.0%. RXN SMILES: [C:1]([NH:5][C:6]1[C:15]2[CH:14]=[CH:13][CH:12]=[C:11]([C:16]([OH:18])=O)[C:10]=2[CH:9]=[CH:8][N:7]=1)([CH3:4])([CH3:3])[CH3:2].[NH2:19][C:20]1[CH:21]=[C:22]([CH:36]=[CH:37][C:38]=1[CH3:39])[C:23]([NH:25][C:26]1[CH:31]=[CH:30][CH:29]=[C:28]([C:32]([F:35])([F:34])[F:33])[CH:27]=1)=[O:24]>>[C:1]([NH:5][C:6]1[C:15]2[CH:14]=[CH:13][CH:12]=[C:11]([C:16]([NH:19][C:20]3[CH:21]=[C:22]([C:23](=[O:24])[NH:25][C:26]4[CH:31]=[CH:30][CH:29]=[C:28]([C:32]([F:33])([F:34])[F:35])[CH:27]=4)[CH:36]=[CH:37][C:38]=3[CH3:39])=[O:18])[C:10]=2[CH:9]=[CH:8][N:7]=1)([CH3:2])([CH3:3])[CH3:4]. Reported procedure: The procedures of Step (3) of Example 1 were repeated, except for using 1-(t-butylamino)isoquinoline-5-carboxylic acid (0.33 g, 1.35 mmol) obtained in Step (6) of Preparation Example 1 and 3-amino-4-methyl-N-(3-(trifluoromethyl)phenyl)benzamide obtained in Step (2) above to obtain the title compound (88 mg, 100%). Starting materials: COC(=O)CC1(CCBr)CCCCC1, O=C([O-])[O-], CN(C)C=O, ClC(Cl)Cl, [K+], [K+], Cc1cc(C)c(NC2CCNCC2)c(C)c1. The product is COC(=O)CC1(CCN2CCC(Nc3c(C)cc(C)cc3C)CC2)CCCCC1. As a reaction SMILES: [Br:17][CH2:18][CH2:19][C:20]1([CH2:26][C:27](=[O:28])[O:29][CH3:30])[CH2:21][CH2:22][CH2:23][CH2:24][CH2:25]1.[C:31](=[O:32])([O-:33])[O-:34].[CH3:41][N:42]([CH3:43])[CH:44]=[O:45].[CH:37]([Cl:38])([Cl:39])[Cl:40].[K+:35].[K+:36].[c:1]1([CH3:16])[c:2]([NH:9][CH:10]2[CH2:11][CH2:12][NH:13][CH2:14][CH2:15]2)[c:3]([CH3:8])[cH:4][c:5]([CH3:7])[cH:6]1>>[c:1]1([CH3:16])[c:2]([NH:9][CH:10]2[CH2:11][CH2:12][N:13]([CH2:18][CH2:19][C:20]3([CH2:26][C:27](=[O:28])[O:29][CH3:30])[CH2:21][CH2:22][CH2:23][CH2:24][CH2:25]3)[CH2:14][CH2:15]2)[c:3]([CH3:8])[cH:4][c:5]([CH3:7])[cH:6]1.